This data is from the Open Reaction Database (ORD), a public repository of structured organic reaction records. The task is: describe an organic reaction: reactants, conditions, products, and yield Starting materials: O=C([O-])[O-], CC(C)I, [K+], [K+], CN(C)C=O, O, Cc1cc(=S)c2c(O)cc(O)cc2o1. Yields the product Cc1cc(=S)c2c(O)cc(OC(C)C)cc2o1. Reaction SMILES: [C:15](=[O:16])([O-:17])[O-:18].[CH:21]([CH3:22])([CH3:23])[I:24].[K+:19].[K+:20].[O:25]=[CH:26][N:27]([CH3:28])[CH3:29].[OH2:30].[OH:1][c:2]1[c:3]2[c:4](=[S:14])[cH:5][c:6]([CH3:13])[o:7][c:8]2[cH:9][c:10]([OH:12])[cH:11]1>>[OH:1][c:2]1[c:3]2[c:4](=[S:14])[cH:5][c:6]([CH3:13])[o:7][c:8]2[cH:9][c:10]([O:12][CH:21]([CH3:22])[CH3:23])[cH:11]1. Starting materials: ClC1=CC(=C(C#N)C=C1)C1=CC(NC=C1Cl)=O (4-chloro-2-(5-chloro-2-oxo-1,2-dihydropyridin-4-yl)benzonitrile), BrCC(=O)OC(C)(C)C (tert-butyl bromoacetate). Product: ClC=1C(=CC(N(C1)CC(=O)OC(C)(C)C)=O)C1=C(C=CC(=C1)Cl)C#N (tert-Butyl [5-chloro-4-(5-chloro-2-cyanophenyl)-2-oxopyridin-1(2H)-yl]acetate). Reaction SMILES: [Cl:1][C:2]1[CH:9]=[CH:8][C:5]([C:6]#[N:7])=[C:4]([C:10]2[C:15]([Cl:16])=[CH:14][NH:13][C:12](=[O:17])[CH:11]=2)[CH:3]=1.Br[CH2:19][C:20]([O:22][C:23]([CH3:26])([CH3:25])[CH3:24])=[O:21]>>[Cl:16][C:15]1[C:10]([C:4]2[CH:3]=[C:2]([Cl:1])[CH:9]=[CH:8][C:5]=2[C:6]#[N:7])=[CH:11][C:12](=[O:17])[N:13]([CH2:19][C:20]([O:22][C:23]([CH3:26])([CH3:25])[CH3:24])=[O:21])[CH:14]=1. Procedure: 400 mg (purity 91%, 1.37 mmol) of 4-chloro-2-(5-chloro-2-oxo-1,2-dihydropyridin-4-yl)benzonitrile and 1.2 eq. of tert-butyl bromoacetate were reacted according to General Method 4B at 100° C. Yield: 421 mg (80% of theory) Starting materials: [BH3-]C#N, Cn1ccnc1C=O, CC(=O)O, CO, [Na+], CCCN(CCC)CCCCC1=Cc2ccc(CNCc3ncc[nH]3)cc2C1. Product: CCCN(CCC)CCCCC1=Cc2ccc(CN(Cc3ncc[nH]3)Cc3nccn3C)cc2C1. RXN SMILES: [C:29]([BH3-:30])#[N:31].[CH3:33][n:34]1[c:35]([CH:39]=[O:40])[n:36][cH:37][cH:38]1.[CH3:41][C:42](=[O:43])[OH:44].[CH3:45][OH:46].[Na+:32].[nH:1]1[c:2]([CH2:6][NH:7][CH2:8][c:9]2[cH:10][cH:11][c:12]3[c:16]([cH:17]2)[CH2:15][C:14]([CH2:18][CH2:19][CH2:20][CH2:21][N:22]([CH2:23][CH2:24][CH3:25])[CH2:26][CH2:27][CH3:28])=[CH:13]3)[n:3][cH:4][cH:5]1>>[nH:1]1[c:2]([CH2:6][N:7]([CH2:8][c:9]2[cH:10][cH:11][c:12]3[c:16]([cH:17]2)[CH2:15][C:14]([CH2:18][CH2:19][CH2:20][CH2:21][N:22]([CH2:23][CH2:24][CH3:25])[CH2:26][CH2:27][CH3:28])=[CH:13]3)[CH2:39][c:35]2[n:34]([CH3:33])[cH:38][cH:37][n:36]2)[n:3][cH:4][cH:5]1. Starting materials: resultant solution, raw materials, OCCN1CCCCC2=C1C=CC=C2O (1-(2-hydroxyethyl)-6-hydroxy-2,3,4,5-tetrahydro-1H-1-benzazepine), C([O-])([O-])=O.[K+].[K+] (Potassium carbonate), BrCC(=O)OC (methyl bromoacetate), O (water). The solvent is CN(C)C=O (DMF). Product: OCCN1CCCCC2=C1C=CC=C2OCC(=O)OC (Methyl (1-(2-hydroxyethyl)-2,3,4,5-tetrahydro-1H-1-benzazepin-6-yloxy)acetate). Yield: 67.0%. Reaction SMILES: [OH:1][CH2:2][CH2:3][N:4]1[C:10]2[CH:11]=[CH:12][CH:13]=[C:14]([OH:15])[C:9]=2[CH2:8][CH2:7][CH2:6][CH2:5]1.C(=O)([O-])[O-].[K+].[K+].Br[CH2:23][C:24]([O:26][CH3:27])=[O:25].O>CN(C=O)C>[OH:1][CH2:2][CH2:3][N:4]1[C:10]2[CH:11]=[CH:12][CH:13]=[C:14]([O:15][CH2:23][C:24]([O:26][CH3:27])=[O:25])[C:9]=2[CH2:8][CH2:7][CH2:6][CH2:5]1 |f:1.2.3|. Procedure details: 1-(2-hydroxyethyl)-6-hydroxy-2,3,4,5-tetrahydro-1H-1-benzazepine (52 mg) was dissolved in DMF (3 ml), and the resultant solution was stirred at room temperature. Potassium carbonate (122 mg) and methyl bromoacetate (0.035 ml) were added to the solution, and the mixture was stirred at room temperature. After disappearance of the raw materials was confirmed, water (20 ml) was added to the reaction solution, and the mixture was then extracted with ethyl acetate. The resultant organic layer was wash...